This data is from the Open Reaction Database (ORD), a public repository of structured organic reaction records. The task is: describe an organic reaction: reactants, conditions, products, and yield Starting materials: ClC1=CC(=C(N(S(=O)(=O)C2=CC=C(C=C2)C)C)C=C1)SC (4′-chloro-N-methyl-2′-methylthio-p-toluenesulfonanilide), O.OO (hydrogen peroxide water), CCOCC (ether). Run in C(C)(=O)OCC (ethyl acetate), C(C)(=O)O (acetic acid). Reaction conditions: time 18 hour. The product is ClC1=CC(=C(N(S(=O)(=O)C2=CC=C(C=C2)C)C)C=C1)S(=O)C (4′-Chloro-N-methyl-2′-methanesulfinyl-p-toluenesulfonanilide). The yield is 74.0%. RXN SMILES: [Cl:1][C:2]1[CH:19]=[CH:18][C:5]([N:6]([CH3:17])[S:7]([C:10]2[CH:15]=[CH:14][C:13]([CH3:16])=[CH:12][CH:11]=2)(=[O:9])=[O:8])=[C:4]([S:20][CH3:21])[CH:3]=1.O.OO.CC[O:27]CC>C(O)(=O)C.C(OCC)(=O)C>[Cl:1][C:2]1[CH:19]=[CH:18][C:5]([N:6]([CH3:17])[S:7]([C:10]2[CH:11]=[CH:12][C:13]([CH3:16])=[CH:14][CH:15]=2)(=[O:8])=[O:9])=[C:4]([S:20]([CH3:21])=[O:27])[CH:3]=1 |f:1.2|. Procedure details: To a suspension of 4′-chloro-N-methyl-2′-methylthio-p-toluenesulfonanilide (0.35 g (1.02 mmol)) in acetic acid (2.0 ml), 30% hydrogen peroxide water (0.12 g (1.06 mmol)) was added dropwise with stirring at room temperature. The mixture was stirred at 50° C. for 15 minutes to get a homogeneous solution, and then stirring was continued at room temperature for 18 hours. Then, the resulting solution was dissolved in ethyl acetate, washed with aqueous sodium hydroxide solution, and water, dried over ... Reactants: C(O)([O-])=O.[Na+] (sodium hydrogencarbonate), [N+](=O)([O-])C=1NC=C(N1)[N+](=O)[O-] (2,4-Dinitro-1H-imidazole), CC1(OC1)CNC(OCC1=CC=CC=C1)=O (benzyl (2-methyloxiran-2-ylmethyl)carbamate), C(C)(=O)[O-].[Na+] (sodium acetate). Solvent: C(Cl)Cl (methylene chloride), C(C)O (ethanol). Conditions: temperature 70 celsius, time 8 hour. The product is CC1(CN2C(O1)=NC(=C2)[N+](=O)[O-])CNC(OCC2=CC=CC=C2)=O (benzyl (2-methyl-6-nitro-2,3-dihydroimidazo[2,1-b]oxazol-2-ylmethyl)carbamate). The yield is 4.7%. As a reaction SMILES: [N+]([C:4]1[NH:5][CH:6]=[C:7]([N+:9]([O-:11])=[O:10])[N:8]=1)([O-])=O.[CH3:12][C:13]1([CH2:16][NH:17][C:18](=[O:27])[O:19][CH2:20][C:21]2[CH:26]=[CH:25][CH:24]=[CH:23][CH:22]=2)[CH2:15][O:14]1.C([O-])(=O)C.[Na+].C(=O)([O-])O.[Na+]>C(O)C.C(Cl)Cl>[CH3:15][C:13]1([CH2:16][NH:17][C:18](=[O:27])[O:19][CH2:20][C:21]2[CH:26]=[CH:25][CH:24]=[CH:23][CH:22]=2)[O:14][C:4]2=[N:8][C:7]([N+:9]([O-:11])=[O:10])=[CH:6][N:5]2[CH2:12]1 |f:2.3,4.5|. Reported procedure: 2,4-Dinitro-1H-imidazole (3 g, 19 mmol) and benzyl (2-methyloxiran-2-ylmethyl)carbamate (4.31 g, 19 mmol) were dissolved in ethanol (20 ml). To the solution, sodium acetate (1.56 g, 19.0 mmol) was added followed by stirring at 70° C. overnight. To the reaction mixture, a saturated sodium hydrogencarbonate solution and methylene chloride were added, and the solution was extracted with methylene chloride. The organic phase was dried over sodium sulfate. After filtration, the filtrate was concentra...